From a dataset of the Open Reaction Database (ORD), a public repository of structured organic reaction records. describe an organic reaction: reactants, conditions, products, and yield Procedure: With reference to FIG. 4, 0.14 mmloe of 1-vinylimidazole, being the imidazolium liquid monomer, and 50 ml of toluene are mixed to obtain a mixture, followed by sequentially dropping 0.16 mmole of 2-bromoethanol into the mixture to trigger off an alkylation of the 1-vinylimidazole and the 2-bromoethanol. Then, a solution with two phase of layering is obtained after three days of reaction, wherein the lower layer of the solution is further isolated and repeatedly washed by toluene and ether, follo... Solvent: C1(=CC=CC=C1)C (toluene). Reactants: C(=C)N1C=NC=C1 (1-vinylimidazole), C(=C)N1C=NC=C1 (1-vinylimidazole), BrCCO (2-bromoethanol), [NH+]1=CNC=C1 (imidazolium), BrCCO (2-bromoethanol). The product is [Br-].OCC[N+]1=CN(C=C1)C=C (1-(2-hydroxyl-ethyl)-3-vinylimidazolium bromide). Reaction SMILES: [CH:1]([N:3]1[CH:7]=[CH:6][N:5]=[CH:4]1)=[CH2:2].[NH+]1C=CNC=1.[Br:13][CH2:14][CH2:15][OH:16]>C1(C)C=CC=CC=1>[Br-:13].[OH:16][CH2:15][CH2:14][N+:5]1[CH:6]=[CH:7][N:3]([CH:1]=[CH2:2])[CH:4]=1 |f:4.5|. The reactants are ClC=1C(=C(N)C=CC1)F (3-chloro-2-fluoroaniline), CN1CCC(CC1)=O (1-methylpiperidin-4-one), C(C)(=O)O[BH-](OC(C)=O)OC(C)=O.[Na+] (sodium triacetoxyborohydride), C(C)(=O)O (acetic acid). Yields the product CN1CCC(CC1)NC1=C(C(=CC=C1)Cl)F (1-Methyl-4-(3-chloro-2-fluorophenylamino)piperidine). Yield: 32.1%. As a reaction SMILES: [Cl:1][C:2]1[C:3]([F:9])=[C:4]([CH:6]=[CH:7][CH:8]=1)[NH2:5].[CH3:10][N:11]1[CH2:16][CH2:15][C:14](=O)[CH2:13][CH2:12]1.C(O[BH-](OC(=O)C)OC(=O)C)(=O)C.[Na+].C(O)(=O)C>>[CH3:10][N:11]1[CH2:16][CH2:15][CH:14]([NH:5][C:4]2[CH:6]=[CH:7][CH:8]=[C:2]([Cl:1])[C:3]=2[F:9])[CH2:13][CH2:12]1 |f:2.3|. Reported procedure: Combine 3-chloro-2-fluoroaniline (4.37 g, 30 mmol), 1-methylpiperidin-4-one (3.39 g, 30 mmol), sodium triacetoxyborohydride (5.26 g, 33 mmol), and acetic acid (5.4 g, 90 mmol) and stir at room temperature overnight. Partition the reaction mixture between dichloromethane and saturated aqueous NaCl containing NH4OH, dry over anhydrous sodium sulfate, evaporate and purify on a silica gel columnn (110 g), using a gradient of dichloromethane-2M NH3 in methanol to give 2.34 g of the title compound (32... The reactants are NCC(CO)O (3-amino-1,2-propanediol), C(CCCCCCCCCCCCCCCCC)(=O)Cl (stearoyl chloride). Run in N1=CC=CC=C1 (pyridine), CN(C)C=O (DMF), CN(C)C=O (DMF). Reaction conditions: time 1 hour. The product is C(CCCCCCCCCCCCCCCCC)(=O)NCC(CO)O ((+)-3-Octadecanamido-1,2-propanediol). Reaction SMILES: [NH2:1][CH2:2][CH:3]([OH:6])[CH2:4][OH:5].[C:7](Cl)(=[O:25])[CH2:8][CH2:9][CH2:10][CH2:11][CH2:12][CH2:13][CH2:14][CH2:15][CH2:16][CH2:17][CH2:18][CH2:19][CH2:20][CH2:21][CH2:22][CH2:23][CH3:24]>N1C=CC=CC=1.CN(C=O)C>[C:7]([NH:1][CH2:2][CH:3]([OH:6])[CH2:4][OH:5])(=[O:25])[CH2:8][CH2:9][CH2:10][CH2:11][CH2:12][CH2:13][CH2:14][CH2:15][CH2:16][CH2:17][CH2:18][CH2:19][CH2:20][CH2:21][CH2:22][CH2:23][CH3:24]. Procedure: To a mechanically stirred solution of 3-amino-1,2-propanediol (32 g, 0.35 mol) in 100 mL of pyridine and 250 mL of DMF was added a solution of stearoyl chloride (100.0 g, 0.33 mol) in 150 mL of DMF. After stirring for 1 h, precipitation occurred and an additional 100 mL of DMF was added. After 2 h, the gelatinous mass was filtered, washed with water, and air dried. The solid was recrystallized successively from EtOH, isopropanol, and chloroform to give 74 g (63%) as a white powder (mp 111.5-113....